Dataset: the Open Reaction Database (ORD), a public repository of structured organic reaction records. Task: describe an organic reaction: reactants, conditions, products, and yield Yields the product C(#N)CCCCCN1N=C(C=CC1=O)C=1C(=NN2C1C=CC=C2)C2=CC=CC=C2 (3-[2-(5-cyanopentyl)-3-oxo-2,3-dihydropyridazin-6-yl]-2-phenylpyrazolo[1,5-a]pyridine). Run at time 2 hour. Yield: 72.5%. As a reaction SMILES: Br[CH2:2][CH2:3][CH2:4][CH2:5][CH2:6][N:7]1[C:12](=[O:13])[CH:11]=[CH:10][C:9]([C:14]2[C:15]([C:23]3[CH:28]=[CH:27][CH:26]=[CH:25][CH:24]=3)=[N:16][N:17]3[CH:22]=[CH:21][CH:20]=[CH:19][C:18]=23)=[N:8]1.[C-:29]#[N:30].[Na+].O>CS(C)=O>[C:29]([CH2:2][CH2:3][CH2:4][CH2:5][CH2:6][N:7]1[C:12](=[O:13])[CH:11]=[CH:10][C:9]([C:14]2[C:15]([C:23]3[CH:28]=[CH:27][CH:26]=[CH:25][CH:24]=3)=[N:16][N:17]3[CH:22]=[CH:21][CH:20]=[CH:19][C:18]=23)=[N:8]1)#[N:30] |f:1.2|. Reported procedure: A mixture of 3-[2-(5-bromopentyl)-3-oxo-2,3-dihydropyridazin-6-yl]-2-phenylpyrazolo[1,5-a]pyridine (2.753 g) and sodium cyanide (0.37 g) in dimethyl sulfoxide (12.6 ml) was stirred at room temperature for 2 hours and then at 60° C. for 1 hour. To the mixture was added water and extracted with ethyl acetate. The extract was washed with water, dried over magnesium sulfate, and evaporated in vacuo. The residue was purified by column chromatography on silica gel using a mixture of chloroform and met... The solvent is CS(=O)C (dimethyl sulfoxide). Reactants: BrCCCCCN1N=C(C=CC1=O)C=1C(=NN2C1C=CC=C2)C2=CC=CC=C2 (3-[2-(5-bromopentyl)-3-oxo-2,3-dihydropyridazin-6-yl]-2-phenylpyrazolo[1,5-a]pyridine), [C-]#N.[Na+] (sodium cyanide), O (water).